This data is from the Open Reaction Database (ORD), a public repository of structured organic reaction records. The task is: describe an organic reaction: reactants, conditions, products, and yield Starting materials: Cl.NO (hydroxylamine hydrochloride), C(C)(C)(C)C1=C(C=C(C=C1)C(N)=O)NC(CC(CCCCC)C1=C(C=C(C=C1)C=O)OC)=O (N-(2-t-butyl-5-carbamoylphenyl)-3-(4-formyl-2-methoxyphenyl)octanamide). Run in N1=CC=CC=C1 (pyridine), O (water). Run at time 20 minute. Yields the product C(C)(C)(C)C1=C(C=C(C=C1)C(N)=O)NC(CC(CCCCC)C1=C(CC(C=C1)=NO)OC)=O (N-(2-t-Butyl-5-carbamoylphenyl)-3-(4-hydroxyimino-2-methoxyphenyl)octanamide). Reaction SMILES: Cl.[NH2:2][OH:3].[C:4]([C:8]1[CH:13]=[CH:12][C:11]([C:14](=[O:16])[NH2:15])=[CH:10][C:9]=1[NH:17][C:18](=[O:36])[CH2:19][CH:20]([C:26]1[CH:31]=[CH:30][C:29](C=O)=[CH:28][C:27]=1[O:34][CH3:35])[CH2:21][CH2:22][CH2:23][CH2:24][CH3:25])([CH3:7])([CH3:6])[CH3:5]>N1C=CC=CC=1.O>[C:4]([C:8]1[CH:13]=[CH:12][C:11]([C:14](=[O:16])[NH2:15])=[CH:10][C:9]=1[NH:17][C:18](=[O:36])[CH2:19][CH:20]([C:26]1[CH:31]=[CH:30][C:29](=[N:2][OH:3])[CH2:28][C:27]=1[O:34][CH3:35])[CH2:21][CH2:22][CH2:23][CH2:24][CH3:25])([CH3:5])([CH3:7])[CH3:6] |f:0.1|. Reported procedure: 137 mg (1.97 mmol) of hydroxylamine hydrochloride were added to a solution of 398 mg (0.879 mmol) of N-(2-t-butyl-5-carbamoylphenyl)-3-(4-formyl-2-methoxyphenyl)octanamide (prepared as described in Example 110) in 5 ml of pyridine, and the resulting mixture was stirred for 20 minutes. At the end of this time, the reaction mixture was diluted with water, and the diluted aqueous mixture was extracted with methylene chloride. The extract was dried over anhydrous magnesium sulfate, and the solvent w...